From a dataset of the Open Reaction Database (ORD), a public repository of structured organic reaction records. describe an organic reaction: reactants, conditions, products, and yield Starting materials: COC(=O)C(Br)c1ccc(OCCCOc2ccc(Cl)cc2)cc1, Oc1ccc(C(F)(F)F)cc1. Yields the product COC(=O)C(Oc1ccc(C(F)(F)F)cc1)c1ccc(OCCCOc2ccc(Cl)cc2)cc1. RXN SMILES: [Br:1][CH:2]([C:3](=[O:4])[O:5][CH3:6])[c:7]1[cH:8][cH:9][c:10]([O:13][CH2:14][CH2:15][CH2:16][O:17][c:18]2[cH:19][cH:20][c:21]([Cl:24])[cH:22][cH:23]2)[cH:11][cH:12]1.[F:25][C:26]([c:27]1[cH:28][cH:29][c:30]([OH:33])[cH:31][cH:32]1)([F:34])[F:35]>>[CH:2]([C:3](=[O:4])[O:5][CH3:6])([c:7]1[cH:8][cH:9][c:10]([O:13][CH2:14][CH2:15][CH2:16][O:17][c:18]2[cH:19][cH:20][c:21]([Cl:24])[cH:22][cH:23]2)[cH:11][cH:12]1)[O:33][c:30]1[cH:29][cH:28][c:27]([C:26]([F:25])([F:34])[F:35])[cH:32][cH:31]1. Starting materials: CCO, Cc1cc2c(N=C=S)cccc2cn1, OCCC1Cc2ccccc2CN1. Product: Cc1cc2c(NC(=S)N3Cc4ccccc4CC3CCO)cccc2cn1. RXN SMILES: [CH3:28][CH2:29][OH:30].[N:1](=[C:2]=[S:3])[c:4]1[c:5]2[cH:6][c:7]([CH3:14])[n:8][cH:9][c:10]2[cH:11][cH:12][cH:13]1.[OH:15][CH2:16][CH2:17][CH:18]1[NH:19][CH2:20][c:21]2[cH:22][cH:23][cH:24][cH:25][c:26]2[CH2:27]1>>[NH:1]([C:2](=[S:3])[N:19]1[CH:18]([CH2:17][CH2:16][OH:15])[CH2:27][c:26]2[c:21]([cH:22][cH:23][cH:24][cH:25]2)[CH2:20]1)[c:4]1[c:5]2[cH:6][c:7]([CH3:14])[n:8][cH:9][c:10]2[cH:11][cH:12][cH:13]1. Reported procedure: Treating the benzoyl thiourea with potassium carbonate by the procedure of Example 46 gives N-[3-(3-pyrazolylamino)propyl]thiourea. Product: N1N=C(C=C1)NCCCNC(=S)N (N-[3-(3-pyrazolylamino)propyl]thiourea). Starting materials: C(C1=CC=CC=C1)(=O)NC(=S)NCCCNC1=NNC=C1 (N-benzoyl-N'-[3-(3-pyrazolylamino)propyl]thiourea), C([O-])([O-])=O.[K+].[K+] (potassium carbonate). As a reaction SMILES: C([NH:9][C:10]([NH:12][CH2:13][CH2:14][CH2:15][NH:16][C:17]1[CH:21]=[CH:20][NH:19][N:18]=1)=[S:11])(=O)C1C=CC=CC=1.C(=O)([O-])[O-].[K+].[K+]>>[NH:19]1[CH:20]=[CH:21][C:17]([NH:16][CH2:15][CH2:14][CH2:13][NH:12][C:10]([NH2:9])=[S:11])=[N:18]1 |f:1.2.3|. Starting materials: [BH3-]C#N, CCOC(=O)N1CCC(=O)C(C)C1, CO, CN, Cl, [K+], [Na+], [OH-]. The product is CCOC(=O)N1CCC(NC)C(C)C1. As a reaction SMILES: [C:19](#[N:20])[BH3-:21].[C:4](=[O:5])([O:6][CH2:7][CH3:8])[N:9]1[CH2:10][CH:11]([CH3:16])[C:12](=[O:15])[CH2:13][CH2:14]1.[CH3:23][OH:24].[CH3:2][NH2:3].[ClH:1].[K+:18].[Na+:22].[OH-:17]>>[C:4](=[O:5])([O:6][CH2:7][CH3:8])[N:9]1[CH2:10][CH:11]([CH3:16])[CH:12]([NH:20][CH3:19])[CH2:13][CH2:14]1. The reactants are C([O-])([O-])=O (Carbonate), C12(C(=O)CC(CC1)C2(C)C)CS(=O)(=O)O (10-Camphorsulfonic acid), C(C)N1CCCOC2=C1C=CC(=C2)N (9-Ethyl-6,7,8,9-tetrahydro-5-oxa-9-aza-benzocyclohepten-3-ylamine), ClC1=NC=C(C(=N1)N[C@H]1[C@@H](CCCC1)NS(=O)(=O)C)Cl (N-[(1R,2R)-2-(2,5-Dichloro-pyrimidin-4-ylamino)-cyclohexyl]-methanesulfonamide). Run in C(C)(C)O (Isopropyl alcohol). Product: ClC=1C(=NC(=NC1)NC1=CC2=C(N(CCCO2)CC)C=C1)N[C@H]1[C@@H](CCCC1)NS(=O)(=O)C (N-{(1R,2R)-2-[5-Chloro-2-(9-ethyl-6,7,8,9-tetrahydro-5-oxa-9-aza-benzocyclohepten-3-ylamino)-pyrimidin-4-ylamino]-cyclohexyl}-methanesulfonamide). As a reaction SMILES: C12(CS(O)(=O)=O)C(C)(C)C(CC1)CC2=O.[CH2:16]([N:18]1[C:24]2[CH:25]=[CH:26][C:27]([NH2:29])=[CH:28][C:23]=2[O:22][CH2:21][CH2:20][CH2:19]1)[CH3:17].Cl[C:31]1[N:36]=[C:35]([NH:37][C@@H:38]2[CH2:43][CH2:42][CH2:41][CH2:40][C@H:39]2[NH:44][S:45]([CH3:48])(=[O:47])=[O:46])[C:34]([Cl:49])=[CH:33][N:32]=1.C(=O)([O-])[O-]>C(O)(C)C>[Cl:49][C:34]1[C:35]([NH:37][C@@H:38]2[CH2:43][CH2:42][CH2:41][CH2:40][C@H:39]2[NH:44][S:45]([CH3:48])(=[O:47])=[O:46])=[N:36][C:31]([NH:29][C:27]2[CH:26]=[CH:25][C:24]3[N:18]([CH2:16][CH3:17])[CH2:19][CH2:20][CH2:21][O:22][C:23]=3[CH:28]=2)=[N:32][CH:33]=1. Reported procedure: 10-Camphorsulfonic acid (86 mg, 0.37 mmol) was added to 9-Ethyl-6,7,8,9-tetrahydro-5-oxa-9-aza-benzocyclohepten-3-ylamine (65 mg, 0.34 mmol) and N-[(1R,2R)-2-(2,5-Dichloro-pyrimidin-4-ylamino)-cyclohexyl]-methanesulfonamide (110 mg, 0.34 mmol) in Isopropyl alcohol (3 mL). The mixture was irradiated in a CEM microwave (130° C., 30 min). The mixture was conc. and purified by HPLC, conc., neutralized with MP-Carbonate (2.69 mmol/g loading; 0.50 g, 1.345 mmol), filtered and conc. to give N-{(1R,2R)-... Reactants: ClCCl, Oc1nc(-c2cc(Cl)ccc2F)nc2c1OCC2, [Na+], O=C([O-])O, O=P(Cl)(Cl)Cl. Yields the product Fc1ccc(Cl)cc1-c1nc(Cl)c2c(n1)CCO2. Reaction SMILES: [CH2:29]([Cl:30])[Cl:31].[Cl:1][c:2]1[cH:3][cH:4][c:5]([F:18])[c:6](-[c:8]2[n:9][c:10]([OH:17])[c:11]3[c:12]([n:13]2)[CH2:14][CH2:15][O:16]3)[cH:7]1.[Na+:23].[O-:19][C:20]([OH:21])=[O:22].[P:24]([Cl:25])([Cl:26])([Cl:27])=[O:28]>>[Cl:1][c:2]1[cH:3][cH:4][c:5]([F:18])[c:6](-[c:8]2[n:9][c:10]([Cl:26])[c:11]3[c:12]([n:13]2)[CH2:14][CH2:15][O:16]3)[cH:7]1. Starting materials: [Mg] (magnesium), [Cl-].[NH4+] (ammonium chloride), O=C1C2=C(OCC3=C1C=CC=C3)C=CC(=C2)CCOC(C2=CC=CC=C2)(C2=CC=CC=C2)C2=CC=CC=C2 (11-oxo-2-(2-triphenylmethyloxyethyl)-6,11-dihydrodibenz[b,e]oxepin), CN(CCCCl)C (3-dimethylaminopropyl chloride), Cl (hydrochloric acid). Reagents/catalysts: BrC(C)Br (dibromoethane). Run in O1CCCC1 (tetrahydrofuran), O1CCCC1 (tetrahydrofuran). Reaction conditions: time 1 day. Yields the product CN(CCCC1(C2=C(OCC3=C1C=CC=C3)C=CC(=C2)CCOC(C2=CC=CC=C2)(C2=CC=CC=C2)C2=CC=CC=C2)O)C (11-(3-Dimethylaminopropyl)-11-hydroxy-2-(2-triphenylmethyloxyethyl)-6,11-dihydrodibenz[b,e]oxepin). Yield: 51.0%. RXN SMILES: [Mg].[CH3:2][N:3]([CH3:8])[CH2:4][CH2:5][CH2:6]Cl.[O:9]=[C:10]1[C:16]2[CH:17]=[CH:18][CH:19]=[CH:20][C:15]=2[CH2:14][O:13][C:12]2[CH:21]=[CH:22][C:23]([CH2:25][CH2:26][O:27][C:28]([C:41]3[CH:46]=[CH:45][CH:44]=[CH:43][CH:42]=3)([C:35]3[CH:40]=[CH:39][CH:38]=[CH:37][CH:36]=3)[C:29]3[CH:34]=[CH:33][CH:32]=[CH:31][CH:30]=3)=[CH:24][C:11]1=2.[Cl-].[NH4+].Cl>O1CCCC1.BrC(Br)C>[CH3:2][N:3]([CH3:8])[CH2:4][CH2:5][CH2:6][C:10]1([OH:9])[C:16]2[CH:17]=[CH:18][CH:19]=[CH:20][C:15]=2[CH2:14][O:13][C:12]2[CH:21]=[CH:22][C:23]([CH2:25][CH2:26][O:27][C:28]([C:41]3[CH:42]=[CH:43][CH:44]=[CH:45][CH:46]=3)([C:29]3[CH:30]=[CH:31][CH:32]=[CH:33][CH:34]=3)[C:35]3[CH:40]=[CH:39][CH:38]=[CH:37][CH:36]=3)=[CH:24][C:11]1=2 |f:3.4|. Procedure: To a solution of 3-dimethylaminopropyl magnesium chloride obtained by reacting 0.2 g of magnesium with 1.0 g of 3-dimethylaminopropyl chloride in 10 ml of tetrahydrofuran under a nitrogen atmosphere using dibromoethane as a catalyst, is dropwise added a solution obtained by dissolving 2.0 g of 11-oxo-2-(2-triphenylmethyloxyethyl)-6,11-dihydrodibenz[b,e]oxepin in 10 ml of tetrahydrofuran under ice cooling and the mixture is stirred at room temperature for one day. Aqueous ammonium chloride soluti...